describe an organic reaction: reactants, conditions, products, and yield From a dataset of the Open Reaction Database (ORD), a public repository of structured organic reaction records. The solvent is C1(=CC=CC=C1)C (toluene). The reagents and catalysts are C=1C=CC(=CC1)/C=C/C(=O)/C=C/C2=CC=CC=C2.C=1C=CC(=CC1)/C=C/C(=O)/C=C/C2=CC=CC=C2.C=1C=CC(=CC1)/C=C/C(=O)/C=C/C2=CC=CC=C2.[Pd].[Pd] (Pd2(dba)3). Reaction SMILES: Br[C:2]1[CH:3]=[CH:4][C:5]([C:8]2[CH:13]=[CH:12][CH:11]=[C:10]([O:14][CH3:15])[CH:9]=2)=[N:6][CH:7]=1.[NH2:16][C:17]1[CH:27]=[CH:26][CH:25]=[CH:24][C:18]=1[C:19]([O:21][CH2:22][CH3:23])=[O:20].C1C=CC(P(C2C(C3C(P(C4C=CC=CC=4)C4C=CC=CC=4)=CC=C4C=3C=CC=C4)=C3C(C=CC=C3)=CC=2)C2C=CC=CC=2)=CC=1.CC([O-])(C)C.[Na+]>C1(C)C=CC=CC=1.C1C=CC(/C=C/C(/C=C/C2C=CC=CC=2)=O)=CC=1.C1C=CC(/C=C/C(/C=C/C2C=CC=CC=2)=O)=CC=1.C1C=CC(/C=C/C(/C=C/C2C=CC=CC=2)=O)=CC=1.[Pd].[Pd]>[CH3:7][CH2:2][CH2:3][CH2:4][CH2:5][CH3:8].[C:19]([O:21][CH2:22][CH3:23])(=[O:20])[CH3:18].[CH3:15][O:14][C:10]1[CH:9]=[C:8]([C:5]2[N:6]=[CH:7][C:2]([NH:16][C:17]3[CH:27]=[CH:26][CH:25]=[CH:24][C:18]=3[C:19]([OH:21])=[O:20])=[CH:3][CH:4]=2)[CH:13]=[CH:12][CH:11]=1 |f:3.4,6.7.8.9.10,11.12|. Yield: 98.4%. Reported procedure: In a schlenck tube, a mixture of 5-bromo-2-(3-methoxyphenyl)pyridine (Intermediate 27, 0.91 mmol, 0.23 g), ethyl 2-aminobenzoate (Intermediate 33, 0.91 mmol, 0.15 g), BINAP (0.05 mmol, 0.028 g), Pd2(dba)3 (0.05 mmol, 0.042 g) and NaOtBu (1.82 mmol, 0.175 g) in toluene (4 ml) was heated at 110° C. for 12 hours, under argon atmosphere. The solvent was evaporated and the solid residue was triturated with aqueous solution of 2N HCl and extracted with CHCl3. The crude mixture was purified by flash ch... Product: CCCCCC.C(C)(=O)OCC (hexane ethyl acetate), COC=1C=C(C=CC1)C1=CC=C(C=N1)NC1=C(C(=O)O)C=CC=C1 (2-(6-(3-Methoxyphenyl)pyridin-3-ylamino)benzoic acid). Conditions: temperature 110 celsius. The reactants are crude mixture, BrC=1C=CC(=NC1)C1=CC(=CC=C1)OC (5-bromo-2-(3-methoxyphenyl)pyridine), BrC=1C=CC(=NC1)C1=CC(=CC=C1)OC (5-bromo-2-(3-methoxyphenyl)pyridine), NC1=C(C(=O)OCC)C=CC=C1 (ethyl 2-aminobenzoate), NC1=C(C(=O)OCC)C=CC=C1 (ethyl 2-aminobenzoate), C=1C=CC(=CC1)P(C=2C=CC=CC2)C3=CC=C4C=CC=CC4=C3C5=C6C=CC=CC6=CC=C5P(C=7C=CC=CC7)C=8C=CC=CC8 (BINAP), CC(C)(C)[O-].[Na+] (NaOtBu). Product: C(C)[C@H]1C(N(C2=CC=C(C=C2N1S(=O)(=O)C1=CC=C(C=C1)O)F)C)=O ((3S)-3-ethyl-6-fluoro-4-[(4-hydroxyphenyl)sulfonyl]-1-methyl-3,4-dihydroquinoxalin-2(1H)-one). The reactants are C(OC1=CC=C(C=C1)S(=O)(=O)N1[C@H](C(NC2=CC=C(C=C12)F)=O)CC)([O-])=O (4-{[(2S)-2-ethyl-7-fluoro-3-oxo-3,4-dihydroquinoxalin-1 (2H)-yl]sulfonyl}phenyl carbonate), IC (iodomethane), C(C)[C@H]1C(N(C2=CC=C(C=C2N1S(=O)(=O)C1=CC=C(C=C1)O)F)CCC)=O ((3S)-3-ethyl-6-fluoro-4-[(4-hydroxyphenyl)sulfonyl]-1-propyl-3,4-dihydroquinoxalin-2(1H)-one). Reported procedure: 4-{[(2S)-2-ethyl-7-fluoro-3-oxo-3,4-dihydroquinoxalin-1 (2H)-yl]sulfonyl}phenyl carbonate (see Example 20) was treated with iodomethane according to the procedure for the preparation of (3S)-3-ethyl-6-fluoro-4-[(4-hydroxyphenyl)sulfonyl]-1-propyl-3,4-dihydroquinoxalin-2(1H)-one (see Example 20) to yield (3S)-3-ethyl-6-fluoro-4-[(4-hydroxyphenyl)sulfonyl]-1-methyl-3,4-dihydroquinoxalin-2(1H)-one. [α]D25=−14° (c=0.0041 G/ML, DMSO); MS (ESI) m/z 365 ([M+H]+); MS (ESI) m/z 363 ([M−H]−); HRMS: calcd ... As a reaction SMILES: C(=O)([O-])OC1C=CC(S(N2C3C(=CC=C(F)C=3)NC(=O)[C@@H]2CC)(=O)=O)=CC=1.IC.[CH2:30]([C@@H:32]1[N:41]([S:42]([C:45]2[CH:50]=[CH:49][C:48]([OH:51])=[CH:47][CH:46]=2)(=[O:44])=[O:43])[C:40]2[C:35](=[CH:36][CH:37]=[C:38]([F:52])[CH:39]=2)[N:34]([CH2:53]CC)[C:33]1=[O:56])[CH3:31]>>[CH2:30]([C@@H:32]1[N:41]([S:42]([C:45]2[CH:50]=[CH:49][C:48]([OH:51])=[CH:47][CH:46]=2)(=[O:43])=[O:44])[C:40]2[C:35](=[CH:36][CH:37]=[C:38]([F:52])[CH:39]=2)[N:34]([CH3:53])[C:33]1=[O:56])[CH3:31]. Reactants: O=P12OP3(=O)OP(=O)(O1)OP(=O)(O2)O3 (P2O5), OS(=O)(=O)O (H2SO4), FC=1C=C(C=CC1F)C1(CCOCC1)C(=O)C(C(=O)OCC)C(=O)OCC (diethyl 2-(4-(3,4-difluorophenyl)-tetrahydro-2H-pyran-4-carbonyl)malonate). The solvent is CCOC(=O)C (EtOAc). Reaction conditions: temperature 0 celsius, time 4 hour. Product: FC=1C=C2C(=C(C(C3(CCOCC3)C2=CC1F)=O)C(=O)OCC)O (Ethyl 6,7-difluoro-4-hydroxy-2-oxo-2′,3′,5′,6′-tetrahydro-spiro[naphthalene-1,4′-pyran]-3-carboxylate). Reaction SMILES: O=P12OP3(OP(OP(O3)(O1)=O)(=O)O2)=O.OS(O)(=O)=O.[F:20][C:21]1[CH:22]=[C:23]([C:28]2([C:34]([CH:36]([C:42]([O:44][CH2:45][CH3:46])=[O:43])[C:37](OCC)=[O:38])=[O:35])[CH2:33][CH2:32][O:31][CH2:30][CH2:29]2)[CH:24]=[CH:25][C:26]=1[F:27]>CCOC(C)=O>[F:27][C:26]1[CH:25]=[C:24]2[C:23](=[CH:22][C:21]=1[F:20])[C:28]1([CH2:33][CH2:32][O:31][CH2:30][CH2:29]1)[C:34](=[O:35])[C:36]([C:42]([O:44][CH2:45][CH3:46])=[O:43])=[C:37]2[OH:38]. Procedure: P2O5 (4.45 g, 31.3 mmol) was added to H2SO4 (4.17 mL, 78.3 mmol), the mixture was cooled to 0° C., and diethyl 2-(4-(3,4-difluorophenyl)-tetrahydro-2H-pyran-4-carbonyl)malonate (3.01 g, 7.83 mmol) was added at 0° C. The reaction mixture was stirred for 4 hours and then poured into ice, diluted with 200 mL of EtOAc, added to a separatory funnel, partitioned with water, washed 2 times with 75 mL of water, separated, dried over Na2SO4, and concentrated in vacuo to give the title compound which was ... Reactants: C(C)(C)(C)OC(=O)N1C[C@@H](CCC1)ONC(=O)[C@H]1N2C(N([C@H](CC1)C2)OS(=O)(=O)[O-])=O.C(CCC)[N+](CCCC)(CCCC)CCCC (N,N,N-Tributylbutan-1-aminium ({[(2S,5R)-2-({[(3R)-1-(tert-butoxycarbonyl)piperidin-3-yl]oxy}carbamoyl)-7-oxo-1,6-diazabicyclo[3.2.1]oct-6-yl]oxy}sulfonyl)oxidanide), FC(C(=O)O)(F)F (trifluoroacetic acid). Run in C(Cl)Cl (DCM). Run at time 1 hour. Yields the product O=C1N([C@@H]2CC[C@H](N1C2)C(=O)NO[C@H]2CNCCC2)OS(=O)(=O)O ((2S,5R)-7-oxo-N-[(3R)-piperidin-3-yloxy]-6-(sulfooxy)-1,6-diazabicyclo[3.2.1]octane-2-carboxamide). RXN SMILES: C(OC([N:8]1[CH2:13][CH2:12][CH2:11][C@@H:10]([O:14][NH:15][C:16]([C@@H:18]2[CH2:24][CH2:23][C@@H:22]3[CH2:25][N:19]2[C:20](=[O:31])[N:21]3[O:26][S:27]([O-:30])(=[O:29])=[O:28])=[O:17])[CH2:9]1)=O)(C)(C)C.C([N+](CCCC)(CCCC)CCCC)CCC.FC(F)(F)C(O)=O>C(Cl)Cl>[O:31]=[C:20]1[N:19]2[CH2:25][C@@H:22]([CH2:23][CH2:24][C@H:18]2[C:16]([NH:15][O:14][C@@H:10]2[CH2:11][CH2:12][CH2:13][NH:8][CH2:9]2)=[O:17])[N:21]1[O:26][S:27]([OH:30])(=[O:29])=[O:28] |f:0.1|. Procedure: To a solution of N,N,N-tributylbutan-1-aminium ({[(2S,5R)-2-({[(3R)-1-(tert-butoxycarbonyl)piperidin-3-yl]oxy}carbamoyl)-7-oxo-1,6-diazabicyclo[3.2.1]oct-6-yl]oxy}sulfonyl)oxidanide 15 (0.30 g, 0.42 mmol) in DCM (17 mL) was added trifluoroacetic acid (0.84 mL, 10.9 mmol) dropwise at 0° C. The reaction mixture was stirred for 1 h, then evaporated. Ether was added to the residue and the resulting white precipitate was collected by centrifugation. The solid was triturated with acetonitrile (2×) and...